Task: describe an organic reaction: reactants, conditions, products, and yield. Dataset: the Open Reaction Database (ORD), a public repository of structured organic reaction records The reactants are [NH4+].[OH-] (NH4OH), OC1=C(C=C(C(=O)OC)C=C1)I (Methyl 4-hydroxy-3-iodobenzoate), [NH4+].[Cl-] (NH4Cl), ClCI (chloroiodomethane), C(C)[Zn]CC (diethyl zinc). Run in CCOC(=O)C (EtOAc), ClCCCl (1,2-dichloroethane). Reaction conditions: temperature 0 celsius, time 30 minute. Yields the product C(#N)C=1C=C(C(=O)OC)C=CC1O (Methyl 3-cyano-4-hydroxybenzoate). The yield is 30.0%. Reaction SMILES: O[C:2]1C=[CH:10][C:5]([C:6]([O:8][CH3:9])=[O:7])=[CH:4][C:3]=1I.ClCI.C([Zn][CH2:19][CH3:20])C.[NH4+:21].[Cl-].[NH4+].[OH-:24]>ClCCCl.CCOC(C)=O>[C:2]([C:3]1[CH:4]=[C:5]([CH:10]=[CH:19][C:20]=1[OH:24])[C:6]([O:8][CH3:9])=[O:7])#[N:21] |f:3.4,5.6|. Procedure details: Compound 2 (5.56 g, 24.0 mmol) was combined with chloroiodomethane (5.59 mL, 76.8 mmol) and dissolved in 1,2-dichloroethane (35 mL) under an atmosphere of nitrogen. The solution was cooled to 0° C. with an ice bath and diethyl zinc (38.4 mL, 1.0 M in hexanes, 38.4 mmol) was added over 10 minutes. The resulting mixture was stirred for 30 minutes and allowed to warm to room temperature. It was cooled to 0° C. with an ice bath, and saturated aqueous NH4Cl (150 mL) was added, followed by concentrate... Reactants: C(C)OC=1C=C(C(=O)N(C)OC)C=CC1C(F)(F)F (3-Ethoxy-N-methoxy-N-methyl-4-trifluoromethyl-benzamide), C[Mg]Br (methylmagnesium bromide), Cl (HCl). The solvent is CC(C)(C)OC (TBME), C1CCOC1 (THF). Reaction conditions: temperature 0 celsius, time 15 minute. Product: C(C)OC=1C=C(C=CC1C(F)(F)F)C(C)=O (1-(3-Ethoxy-4-trifluoromethyl-phenyl)-ethanone). RXN SMILES: [CH2:1]([O:3][C:4]1[CH:5]=[C:6]([CH:13]=[CH:14][C:15]=1[C:16]([F:19])([F:18])[F:17])[C:7](N(OC)C)=[O:8])[CH3:2].[CH3:20][Mg]Br.Cl>C1COCC1.CC(OC)(C)C>[CH2:1]([O:3][C:4]1[CH:5]=[C:6]([C:7](=[O:8])[CH3:20])[CH:13]=[CH:14][C:15]=1[C:16]([F:17])([F:18])[F:19])[CH3:2]. Procedure details: To a solution of 3-ethoxy-N-methoxy-N-methyl-4-trifluoromethyl-benzamide from step 7 (15.96 g, 58 mmol) in THF (182 mL) at −5° C. was added methylmagnesium bromide (3 M in Et2O, 38.37 mL, 115 mmol). The mixture was stirred at 0° C. for 15 min, then warmed up to 23° C., stirring was continued for further 3 h at 23° C. Cooled to 0° C., 1 N HCl (274 mL) was added dropwise, stirring was continued at 23° C. for 15 min, the mixture was diluted with TBME, the phases were separated, the organic layer wa... Reactants: C[O-].[Na+] (Sodium methylate), OCCC=1C(NC(=NC1C)C)=O (5-(2-hydroxyethyl)-2,6-dimethyl-4(3H)-pyrimidinone), IC (iodomethane). Run in CO (methanol). Run at time 30 minute. Product: OCCC=1C(N(C(=NC1C)C)C)=O (5-(2-hydroxyethyl)-2,3,6-trimethyl-4(3H)-pyrimidinone). Yield: 93.6%. Reaction SMILES: [CH3:1][O-].[Na+].[OH:4][CH2:5][CH2:6][C:7]1[C:8](=[O:15])[NH:9][C:10]([CH3:14])=[N:11][C:12]=1[CH3:13].IC>CO>[OH:4][CH2:5][CH2:6][C:7]1[C:8](=[O:15])[N:9]([CH3:1])[C:10]([CH3:14])=[N:11][C:12]=1[CH3:13] |f:0.1|. Reported procedure: Sodium methylate (1.9 g) was added to a mixture of intermediate 4 (6 g) in methanol (50 ml) while stirring at RT. Stirring was continued for 30 minutes and iodomethane (5 g) was added dropwise and the reaction mixture was stirred and refluxed for 4 hours. The solvent was evaporated, water was added to the residue and this mixture was extracted with CH2Cl2. The organic layer was separated, dried over MgSO4, filtered and the solvent was evaporated, yielding 6.0 g (94%) of 5-(2-hydroxyethyl)-2,3,6-... The reactants are CCO, C1=C(c2ccccc2)c2ccccc2C1(Cc1ccncc1)Cc1ccncc1. Product: c1ccc(C2CC(Cc3ccncc3)(Cc3ccncc3)c3ccccc32)cc1. As a reaction SMILES: [CH3:30][CH2:31][OH:32].[n:1]1[cH:2][cH:3][c:4]([CH2:7][C:8]2([CH2:23][c:24]3[cH:25][cH:26][n:27][cH:28][cH:29]3)[CH:9]=[C:10]([c:17]3[cH:18][cH:19][cH:20][cH:21][cH:22]3)[c:11]3[cH:12][cH:13][cH:14][cH:15][c:16]32)[cH:5][cH:6]1>>[n:1]1[cH:2][cH:3][c:4]([CH2:7][C:8]2([CH2:23][c:24]3[cH:25][cH:26][n:27][cH:28][cH:29]3)[CH2:9][CH:10]([c:17]3[cH:18][cH:19][cH:20][cH:21][cH:22]3)[c:11]3[cH:12][cH:13][cH:14][cH:15][c:16]32)[cH:5][cH:6]1. Reactants: ClCCl, CCOC(=O)c1c(C(F)(F)F)nn(-c2ccc(OC)cc2)c1C(=O)O, CN(C)C=O, CN(C)c1ccncc1, CCOC(C)=O, O=C(Cl)C(=O)Cl, Cl. Product: CCOC(=O)c1cn(-c2ccc(OC)cc2)nc1C(F)(F)F. Reaction SMILES: [CH2:38]([Cl:39])[Cl:40].[CH3:1][O:2][c:3]1[cH:4][cH:5][c:6](-[n:9]2[n:10][c:11]([C:22]([F:23])([F:24])[F:25])[c:12]([C:17](=[O:18])[O:19][CH2:20][CH3:21])[c:13]2[C:14]([OH:15])=[O:16])[cH:7][cH:8]1.[CH3:32][N:33]([CH3:34])[CH:35]=[O:36].[CH3:41][N:42]([CH3:43])[c:44]1[cH:45][cH:46][n:47][cH:48][cH:49]1.[CH3:50][CH2:51][O:52][C:53](=[O:54])[CH3:55].[Cl:26][C:27]([C:28]([Cl:29])=[O:30])=[O:31].[ClH:37]>>[CH3:1][O:2][c:3]1[cH:4][cH:5][c:6](-[n:9]2[n:10][c:11]([C:22]([F:23])([F:24])[F:25])[c:12]([C:17](=[O:18])[O:19][CH2:20][CH3:21])[cH:13]2)[cH:7][cH:8]1. Reactants: C(CCC)OC(=O)C=1N=CC2=CC(=CC=C2C1O)OC1=CC=CC=C1 (4-Hydroxy-7-phenoxy-isoquinoline-3-carboxylic acid butyl ester), Cl (HCl), CN(C(=S)Cl)C (dimethylthiocarbamoylchloride), N12CCN(CC1)CC2 (1,4-diazabicyclo[2.2.2]octane). Run in CN(C)C=O (DMF). Conditions: time 8 hour. Yields the product C(CCC)OC(=O)C=1N=CC2=CC(=CC=C2C1OC(N(C)C)=S)OC1=CC=CC=C1 (4-Dimethylthiocarbamoyloxy-7-phenoxy-isoquinoline-3-carboxylic acid butyl ester). As a reaction SMILES: [CH2:1]([O:5][C:6]([C:8]1[N:9]=[CH:10][C:11]2[C:16]([C:17]=1[OH:18])=[CH:15][CH:14]=[C:13]([O:19][C:20]1[CH:25]=[CH:24][CH:23]=[CH:22][CH:21]=1)[CH:12]=2)=[O:7])[CH2:2][CH2:3][CH3:4].[CH3:26][N:27]([CH3:31])[C:28](Cl)=[S:29].N12CCN(CC1)CC2.Cl>CN(C=O)C>[CH2:1]([O:5][C:6]([C:8]1[N:9]=[CH:10][C:11]2[C:16]([C:17]=1[O:18][C:28](=[S:29])[N:27]([CH3:31])[CH3:26])=[CH:15][CH:14]=[C:13]([O:19][C:20]1[CH:25]=[CH:24][CH:23]=[CH:22][CH:21]=1)[CH:12]=2)=[O:7])[CH2:2][CH2:3][CH3:4]. Reported procedure: To a solution of 1.5 g of 4-Hydroxy-7-phenoxy-isoquinoline-3-carboxylic acid butyl ester, Example A-65.f, in 6.3 ml of anhydrous DMF was added 578 mg of dimethylthiocarbamoylchloride and 1.5 g of 1,4-diazabicyclo[2.2.2]octane. The mixture was stirred overnight at room temperature. The mixture was poured into 30 ml of 1 N HCl and extracted three times with 30 ml portions of ethyl acetate. The organic fractions were washed with water and brine, dried over anhydrous sodium sulfate, and concentrated... The reactants are C(C)(=O)O[C@H]1[C@@H](O[C@@H]([C@@H]([C@@H]1OC(C)=O)OC(C)=O)COC(C)=O)OC1=NN(C(=C1CC1=CC=C(C=C1)CCCC(NC(C)(C)C(=O)O)=O)C(C)C)CCCOC(C1=CC=CC=C1)=O (3-(2,3,4,6-tetra-O-acetyl-β-D-galactopyranosyloxy)-1-(3-benzoyloxypropyl)-4-[(4-{3-[1-carboxy-1-(methyl)ethylcarbamoyl]propyl}phenyl)methyl]-5-isopropyl-1H-pyrazole), C(C1=CC=CC=C1)OC(=O)N1CCNCC1 (1-(benzyloxycarbonyl)piperazine), C(C1=CC=CC=C1)N1CCNCC1 (1-benzyl-piperazine). The product is [C@@H]1([C@H](O)[C@@H](O)[C@@H](O)[C@H](O1)CO)OC1=NN(C(=C1CC1=CC=C(C=C1)CCCC(NC(C)(C)C(=O)N1CCNCC1)=O)C(C)C)CCCO (3-(β-D-Galactopyranosyloxy)-1-(3-hydroxypropyl)-5-isopropyl-4-{[4-(3-{1-[(piperazin-1-yl)carbonyl]-1-(methyl)ethylcarbamoyl}propyl)phenyl]methyl}-1H-pyrazole). RXN SMILES: C([O:4][C@@H:5]1[C@@H:10]([O:11]C(=O)C)[C@@H:9]([O:15]C(=O)C)[C@@H:8]([CH2:19][O:20]C(=O)C)[O:7][C@H:6]1[O:24][C:25]1[C:29]([CH2:30][C:31]2[CH:36]=[CH:35][C:34]([CH2:37][CH2:38][CH2:39][C:40](=[O:48])[NH:41][C:42](C(O)=O)([CH3:44])[CH3:43])=[CH:33][CH:32]=2)=[C:28]([CH:49]([CH3:51])[CH3:50])[N:27]([CH2:52][CH2:53][CH2:54][O:55]C(=O)C2C=CC=CC=2)[N:26]=1)(=O)C.C(O[C:72]([N:74]1[CH2:79][CH2:78][NH:77][CH2:76][CH2:75]1)=[O:73])C1C=CC=CC=1.C(N1CCNCC1)C1C=CC=CC=1>>[C@@H:6]1([O:24][C:25]2[C:29]([CH2:30][C:31]3[CH:32]=[CH:33][C:34]([CH2:37][CH2:38][CH2:39][C:40](=[O:48])[NH:41][C:42]([C:72]([N:74]4[CH2:75][CH2:76][NH:77][CH2:78][CH2:79]4)=[O:73])([CH3:44])[CH3:43])=[CH:35][CH:36]=3)=[C:28]([CH:49]([CH3:50])[CH3:51])[N:27]([CH2:52][CH2:53][CH2:54][OH:55])[N:26]=2)[O:7][C@H:8]([CH2:19][OH:20])[C@H:9]([OH:15])[C@H:10]([OH:11])[C@H:5]1[OH:4]. Procedure details: The title compound was prepared in a similar manner to that described in Example 99 using 3-(2,3,4,6-tetra-O-acetyl-β-D-galactopyranosyloxy)-1-(3-benzoyloxypropyl)-4-[(4-{3-[1-carboxy-1-(methyl)ethylcarbamoyl]propyl}phenyl)methyl]-5-isopropyl-1H-pyrazole and 1-(benzyloxycarbonyl)piperazine instead of 3-(2,3,4,6-tetra-O-acetyl-β-D-glucopyranosyloxy)-4-[(4-{2-[1-carboxy-1-(methyl)ethylcarbamoyl]ethoxy}-2-methylphenyl)methyl]-5-isopropyl-1H-pyrazole and 1-benzyl-piperazine, respectively. The reactants are CCNc1ccc(O)cc1, CC(=O)OC(C)=O, [Na+], [Na+], [Na+], O=C([O-])[O-], CN(C)C=O, [OH-]. Yields the product CCN(C(C)=O)c1ccc(O)cc1. Reaction SMILES: [CH2:1]([CH3:2])[NH:3][c:4]1[cH:5][cH:6][c:7]([OH:10])[cH:8][cH:9]1.[CH3:11][C:12](=[O:13])[O:14][C:15](=[O:16])[CH3:17].[Na+:18].[Na+:19].[Na+:25].[O-:20][C:21](=[O:22])[O-:23].[O:26]=[CH:27][N:28]([CH3:29])[CH3:30].[OH-:24]>>[CH2:1]([CH3:2])[N:3]([c:4]1[cH:5][cH:6][c:7]([OH:10])[cH:8][cH:9]1)[C:12]([CH3:11])=[O:13]. Procedure: The general procedure was used to convert phenylacetylene and (Z)-ethyl 3-iodo-3-phenylacrylate to the title product. Purification by flash chromatography (5% ethyl acetate in hexanes as the eluent) gave the analytically pure product as a light yellow oil (530 mg, 96% yield). 1H NMR (400 MHz, CDCl3) δ 7.78 (m, 2H), 7.63 (m, 2H), 7.38 (m, 6H), 6.59 (s, 1H), 2.06 (q, 2H), 1.35 (t, 3H). 13C NMR (100 MHz, CDCl3) δ 165.12, 136.92, 136.08, 131.85, 129.66, 128.99, 128.42, 128.18, 126.96, 122.54, 122.48... Yields the product C1(=CC=CC=C1)/C(=C/C(=O)OCC)/C#CC1=CC=CC=C1 ((Z)-ethyl 3,5-diphenylpent-2-en-4-ynoate). The reactants are C1(=CC=CC=C1)C#C (phenylacetylene), I\C(=C/C(=O)OCC)\C1=CC=CC=C1 ((Z)-ethyl 3-iodo-3-phenylacrylate). As a reaction SMILES: [C:1]1([C:7]#[CH:8])[CH:6]=[CH:5][CH:4]=[CH:3][CH:2]=1.I/[C:10](/[C:17]1[CH:22]=[CH:21][CH:20]=[CH:19][CH:18]=1)=[CH:11]\[C:12]([O:14][CH2:15][CH3:16])=[O:13]>>[C:17]1(/[C:10](/[C:8]#[C:7][C:1]2[CH:6]=[CH:5][CH:4]=[CH:3][CH:2]=2)=[CH:11]/[C:12]([O:14][CH2:15][CH3:16])=[O:13])[CH:22]=[CH:21][CH:20]=[CH:19][CH:18]=1. Reactants: NC(C(O)C1=CC(=CC=C1)Cl)CC1=CC=C(C=C1)C(C)(C)C ((1RS,2SR)-2-amino-3-(4-tert-butylphenyl)-1-(3-chlorophenyl)propan-1-ol), FC1=CC=C(C2=CC=CC=C12)C(=O)O (4-fluoronaphthalenecarboxylic acid), Cl.C(C)N=C=NCCCN(C)C (1-ethyl-3-(3-dimethylaminopropyl)carbodiimide hydrochloride), O.ON1N=NC2=C1C=CC=C2 (1-hydroxybenzotriazole hydrate). Solvent: O (water), C(C)#N (acetonitrile). Reaction conditions: time 8 hour. Yields the product C(C)(C)(C)C1=CC=C(CC(C(O)C2=CC(=CC=C2)Cl)NC(=O)C2=CC=C(C3=CC=CC=C23)F)C=C1 (N-[(1RS,2SR)-1-(4-tert-butylbenzyl)-2-(3-chlorophenyl)-2-hydroxyethyl]-4-fluoro-1-naphthamide). Reaction SMILES: [NH2:1][CH:2]([CH2:12][C:13]1[CH:18]=[CH:17][C:16]([C:19]([CH3:22])([CH3:21])[CH3:20])=[CH:15][CH:14]=1)[CH:3]([C:5]1[CH:10]=[CH:9][CH:8]=[C:7]([Cl:11])[CH:6]=1)[OH:4].[F:23][C:24]1[C:33]2[C:28](=[CH:29][CH:30]=[CH:31][CH:32]=2)[C:27]([C:34](O)=[O:35])=[CH:26][CH:25]=1.Cl.C(N=C=NCCCN(C)C)C.O.ON1C2C=CC=CC=2N=N1>C(#N)C.O>[C:19]([C:16]1[CH:15]=[CH:14][C:13]([CH2:12][CH:2]([NH:1][C:34]([C:27]2[C:28]3[C:33](=[CH:32][CH:31]=[CH:30][CH:29]=3)[C:24]([F:23])=[CH:25][CH:26]=2)=[O:35])[CH:3]([C:5]2[CH:10]=[CH:9][CH:8]=[C:7]([Cl:11])[CH:6]=2)[OH:4])=[CH:18][CH:17]=1)([CH3:22])([CH3:21])[CH3:20] |f:2.3,4.5|. Procedure: To a solution of (1RS,2SR)-2-amino-3-(4-tert-butylphenyl)-1-(3-chlorophenyl)propan-1-ol (355 mg, 1.17 mmol) in acetonitrile (20 ml) were added 4-fluoronaphthalenecarboxylic acid (223 mg, 1.17 mmol), 1-ethyl-3-(3-dimethylaminopropyl)carbodiimide hydrochloride (336 mg, 1.76 mmol) and 1-hydroxybenzotriazole hydrate (179 mg, 1.17 mmol), and the mixture was stirred overnight at room temperature. The reaction solution was diluted with water (100 ml) and extracted with ethyl acetate (100 ml×2). The ext...